From a dataset of the Open Reaction Database (ORD), a public repository of structured organic reaction records. describe an organic reaction: reactants, conditions, products, and yield Starting materials: ( 1 ), C1CCC(CC1)N=C=NC2CCCCC2 (DCC), 4-N,N-dimethylaminopyridine, C(C1=CC=CC=C1)OC1=CC=C(C=C1)C1=CC=C(C=C1)O (4-(4′-benzyloxyphenyl)phenol), C[C@H](CC(=O)O)CC ((S)-2-methylbutylcarboxylic acid). Solvent: ClCCl (dichloromethane). Run at time 30 minute. Product: C[C@H](CC(=O)OC1=CC=C(C=C1)C1=CC=C(C=C1)OCC1=CC=CC=C1)CC ((S)-4-[4′-(2″-methylbutylcarbonyloxy)phenyl]-1-benzyloxybenzene). Yield: 92.2%. Reaction SMILES: [CH2:1]([O:8][C:9]1[CH:14]=[CH:13][C:12]([C:15]2[CH:20]=[CH:19][C:18]([OH:21])=[CH:17][CH:16]=2)=[CH:11][CH:10]=1)[C:2]1[CH:7]=[CH:6][CH:5]=[CH:4][CH:3]=1.[CH3:22][C@@H:23]([CH2:28][CH3:29])[CH2:24][C:25](O)=[O:26].C1CCC(N=C=NC2CCCCC2)CC1>ClCCl>[CH3:22][C@@H:23]([CH2:28][CH3:29])[CH2:24][C:25]([O:21][C:18]1[CH:17]=[CH:16][C:15]([C:12]2[CH:13]=[CH:14][C:9]([O:8][CH2:1][C:2]3[CH:3]=[CH:4][CH:5]=[CH:6][CH:7]=3)=[CH:10][CH:11]=2)=[CH:20][CH:19]=1)=[O:26]. Procedure: {circle around (1)}: A mixture comprising 2.8 g of 4-(4′-benzyloxyphenyl)phenol, 1.2 g of (S)-2-methylbutylcarboxylic acid, 3.09 g of DCC and 15 g of dichloromethane was stirred at room temperature for 30 minutes. Then, a catalytic amount of 4-N,N-dimethylaminopyridine was added to the mixture, and the mixture was further stirred at room temperature for 12 hours. After finishing the reaction, insoluble substances were filtered off, followed by distilling off dichloromethane from the filtrate. Th... The reactants are OOS(=O)[O-].[K+] (oxone), C(C)SC=1C=2N(N=CC1C(=O)N)C=C(C2)C=2C=NC(=CC2)OC (4-(ethylthio)-6-(6-methoxypyridin-3-yl)pyrrolo[1,2-b]pyridazine-3-carboxamide). Run in O (water), CC(=O)C (acetone). Reaction conditions: time 3 hour. Product: C(C)S(=O)C=1C=2N(N=CC1C(=O)N)C=C(C2)C=2C=NC(=CC2)OC (4-(ethylsulfinyl)-6-(6-methoxypyridin-3-yl)pyrrolo[1,2-b]pyridazine-3-carboxamide). RXN SMILES: [OH:1]OS([O-])=O.[K+].[CH2:7]([S:9][C:10]1[C:11]2[N:12]([CH:19]=[C:20]([C:22]3[CH:23]=[N:24][C:25]([O:28][CH3:29])=[CH:26][CH:27]=3)[CH:21]=2)[N:13]=[CH:14][C:15]=1[C:16]([NH2:18])=[O:17])[CH3:8]>O.CC(C)=O>[CH2:7]([S:9]([C:10]1[C:11]2[N:12]([CH:19]=[C:20]([C:22]3[CH:23]=[N:24][C:25]([O:28][CH3:29])=[CH:26][CH:27]=3)[CH:21]=2)[N:13]=[CH:14][C:15]=1[C:16]([NH2:18])=[O:17])=[O:1])[CH3:8] |f:0.1|. Procedure: A solution of oxone (3.30 g, 5.37 mmol) in water (Volume: 40 mL) was added dropwise to a yellow suspension of impure 4-(ethylthio)-6-(6-methoxypyridin-3-yl)pyrrolo[1,2-b]pyridazine-3-carboxamide (0.787 g, 2.441 mmol) in acetone (Ratio: 1.000, Volume: 40 mL) at rt. The resulting suspension was stirred at rt for 3 h. LCMS and HPLC showed that the starting material was consumed and the desired product was formed. The suspension was filtered, washed with water (2×10 mL), and dried under high vacuum ...